Dataset: the Open Reaction Database (ORD), a public repository of structured organic reaction records. Task: describe an organic reaction: reactants, conditions, products, and yield Reaction SMILES: [NH:1]1[CH2:11][CH2:10][CH2:9][C@@H:3]([C:4]([O:6][CH2:7][CH3:8])=[O:5])[CH2:2]1.[CH:12](O)=O.C(=O)([O-])O.[Na+].[OH-].[Na+]>C=O>[CH3:12][N:1]1[CH2:11][CH2:10][CH2:9][C@@H:3]([C:4]([O:6][CH2:7][CH3:8])=[O:5])[CH2:2]1 |f:2.3,4.5|. Isolated yield 73.0%. Procedure details: (R)-Ethyl nipecotate (5.7 g 365 mmol), (prepared by resolution of ethyl nipecotate by treatment with L(+)-tartaric acid as described in J. Org. Chem. 1991, (56), 1168), was dissolved in 38.5% aqueous formaldehyde solution (45 ml) and formic acid (90 ml) and the mixture heated at reflux for 18 hours. The mixture was allowed to cool and added dropwise to cooled saturated aqueous sodium hydrogen carbonate solution. The mixture was adjusted to pH12 by addition of sodium hydroxide and the mixture was... The reactants are [OH-].[Na+] (sodium hydroxide), N1C[C@H](C(=O)OCC)CCC1 ((R)-Ethyl nipecotate), C(O)([O-])=O.[Na+] (sodium hydrogen carbonate), C(=O)O (formic acid). Solvent: C=O (formaldehyde). Product: CN1C[C@@H](CCC1)C(=O)OCC ((R)-ethyl 1-methylpiperidine-3-carboxylate).